Task: describe an organic reaction: reactants, conditions, products, and yield. Dataset: the Open Reaction Database (ORD), a public repository of structured organic reaction records Reactants: ClCCOCC (1-chloro-2-ethoxyethane), CC=1OC=CC1CN1C(=NC=2C1=NC=CC2)NC2CCNCC2 (3-[(2-methyl-3-furanyl)methyl]-N-(4-piperidinyl)-3H-imidazo[4,5-b]pyridin-2-amine), C([O-])([O-])=O.[Na+].[Na+] (sodium carbonate), CN(C=O)C (N,N-dimethylformamide). Run in Petroleum ether, O (water). Run at temperature 70 celsius, time 8 hour. Product: O.O.C(C)OCCN1CCC(CC1)NC1=NC=2C(=NC=CC2)N1CC1=C(OC=C1)C (N-[1-(2-ethoxyethyl)-4-piperidinyl]-3-[(2-methyl-3-furanyl)methyl]-3H-imidazo-[4,5-b]pyridin-2-amine dihydrate). The yield is 38.1%. As a reaction SMILES: Cl[CH2:2][CH2:3][O:4][CH2:5][CH3:6].[CH3:7][C:8]1[O:9][CH:10]=[CH:11][C:12]=1[CH2:13][N:14]1[C:18]2=[N:19][CH:20]=[CH:21][CH:22]=[C:17]2[N:16]=[C:15]1[NH:23][CH:24]1[CH2:29][CH2:28][NH:27][CH2:26][CH2:25]1.C(=O)([O-])[O-].[Na+].[Na+].CN(C)C=O>O>[OH2:4].[OH2:9].[CH2:5]([O:4][CH2:3][CH2:2][N:27]1[CH2:26][CH2:25][CH:24]([NH:23][C:15]2[N:14]([CH2:13][C:12]3[CH:11]=[CH:10][O:9][C:8]=3[CH3:7])[C:18]3=[N:19][CH:20]=[CH:21][CH:22]=[C:17]3[N:16]=2)[CH2:29][CH2:28]1)[CH3:6] |f:2.3.4,7.8.9|. Procedure: A mixture of 1.2 parts of 1-chloro-2-ethoxyethane, 3.1 parts of 3-[(2-methyl-3-furanyl)methyl]-N-(4-piperidinyl)-3H-imidazo[4,5-b]pyridin-2-amine, 1.6 parts of sodium carbonate and 45 parts of N,N-dimethylformamide was stirred overnight at 70° C. The reaction mixture was poured into 50 parts of water. Petroleum ether was added and after stirring, the crystallized product was filtered off, washed with water and petroleum ether and stirred in 1,1'-oxybisethane. The product was filtered off and dri... The reactants are C([O-])(O)=O.[Na+] (sodium bicarbonate), NC1=CC(=C(C(=O)OC)C=C1Cl)OC (methyl 4-amino-5-chloro-2-methoxybenzoate), C(C)(C)N(CC)C(C)C (diisopropylethylamine), C(C=C)(=O)Cl (Acryloyl chloride). Solvent: ClCCl (dichloromethane), ClCCl (dichloromethane). Reaction conditions: time 30 minute. Yields the product C(C=C)(=O)NC1=CC(=C(C(=O)OC)C=C1Cl)OC (Methyl 4-Acryloylamino-5-chloro-2-methoxybenzoate). Yield: 66.7%. As a reaction SMILES: [NH2:1][C:2]1[C:11]([Cl:12])=[CH:10][C:5]([C:6]([O:8][CH3:9])=[O:7])=[C:4]([O:13][CH3:14])[CH:3]=1.C(N(C(C)C)CC)(C)C.[C:24](Cl)(=[O:27])[CH:25]=[CH2:26].C(=O)(O)[O-].[Na+]>ClCCl>[C:24]([NH:1][C:2]1[C:11]([Cl:12])=[CH:10][C:5]([C:6]([O:8][CH3:9])=[O:7])=[C:4]([O:13][CH3:14])[CH:3]=1)(=[O:27])[CH:25]=[CH2:26] |f:3.4|. Procedure details: To a 1-liter three-necked round-bottom flask equipped with overhead stirrer, temperature control and addition funnel was added methyl 4-amino-5-chloro-2-methoxybenzoate (44.2 g, 200 mmol), dichloromethane (500 mL) and diisopropylethylamine (104.5 mL, 600 mmol). The resulting mixture was stirred at room temperature until the ingredients dissolved and then the mixture was cooled to 0° C. Acryloyl chloride (16.25 mL, 200 mmol) was then added dropwise while maintaining the internal reaction mixture ... The reactants are Cl (HCl), ClC1=C(C(=C(C(=O)O)C(=C1C)Cl)[N+](=O)[O-])O (4,6-Dichloro-3-hydroxy-5-methyl -2nitrobenzoic acid), CO (methanol). The reagents and catalysts are [Pd] (Pd/C). Solvent: CC(=O)O (HOAc). Yields the product ClC=1C(=C(C(C(=O)O)=C(C1C)Cl)N)O (4,6-Dichloro-3-hydroxy-5-methylanthranilic acid). The yield is 89.6%. RXN SMILES: [Cl:1][C:2]1[C:10]([CH3:11])=[C:9]([Cl:12])[C:5]([C:6]([OH:8])=[O:7])=[C:4]([N+:13]([O-])=O)[C:3]=1[OH:16].Cl.CO>CC(O)=O.[Pd]>[Cl:1][C:2]1[C:3]([OH:16])=[C:4]([NH2:13])[C:5](=[C:9]([Cl:12])[C:10]=1[CH3:11])[C:6]([OH:8])=[O:7]. Reported procedure: 4,6-Dichloro-3-hydroxy-5-methyl -2nitrobenzoic acid (69 mg, 0.26 mmol) was dissolved in HOAc (10 mL), 10% Pd/C (10 mg) and concentrated HCl (33μ, 0.39 mmol) were added. Hydrogenation at room temperature and at atmospheric pressure for 2 h gave a slurry to which methanol (5 mL) was added and the catalyst was filtered off. Evaporation of the solvent, co-evaporation with toluene (10 mL) followed by vacuum-drying over KOH gave 63 mg of a crude product. Purification by flash column chromatography (Si... The reactants are CC(O)=S, CN(C)C(OCC(C)(C)C)OCC(C)(C)C, COC(=O)Cn1cc(C=C2CN(C(c3ccccc3)(c3ccccc3)c3ccccc3)CCC2O)nn1. The product is COC(=O)Cn1cc(C=C2CN(C(c3ccccc3)(c3ccccc3)c3ccccc3)CCC2SC(C)=O)nn1. Reaction SMILES: [C:38]([CH3:39])(=[S:40])[OH:41].[CH2:42]([O:43][CH:44]([O:45][CH2:46][C:47]([CH3:48])([CH3:49])[CH3:50])[N:51]([CH3:52])[CH3:53])[C:54]([CH3:55])([CH3:56])[CH3:57].[CH3:1][O:2][C:3](=[O:4])[CH2:5][n:6]1[n:7][n:8][c:9]([CH:11]=[C:12]2[CH2:13][N:14]([C:19]([c:20]3[cH:21][cH:22][cH:23][cH:24][cH:25]3)([c:26]3[cH:27][cH:28][cH:29][cH:30][cH:31]3)[c:32]3[cH:33][cH:34][cH:35][cH:36][cH:37]3)[CH2:15][CH2:16][CH:17]2[OH:18])[cH:10]1>>[CH3:1][O:2][C:3](=[O:4])[CH2:5][n:6]1[n:7][n:8][c:9]([CH:11]=[C:12]2[CH2:13][N:14]([C:19]([c:20]3[cH:21][cH:22][cH:23][cH:24][cH:25]3)([c:26]3[cH:27][cH:28][cH:29][cH:30][cH:31]3)[c:32]3[cH:33][cH:34][cH:35][cH:36][cH:37]3)[CH2:15][CH2:16][CH:17]2[S:40][C:38]([CH3:39])=[O:41])[cH:10]1. The reactants are O=C(C1=CC=CC=2C=CNC21)N(C(C)C)C(C)C. Reagents/catalysts: O=C1C=CC=2C=CC=C(C3=CN=C(C=C3)C=4N=CC=CC4)C2N1, O1B(OC(C)(C)C1(C)C)B2OC(C)(C)C(O2)(C)C, [K].OC(C)(C)C, C[OH2+].C[OH2+].C1CC=CCCC=C1.C1CC=CCCC=C1.[Ir].[Ir]. Run in O1CCCC1. Conditions: temperature 80 celsius, time 12 hour. Product: O=C(C1=CC=CC=2C=C(NC21)B3OC(C)(C)C(O3)(C)C)N(C(C)C)C(C)C. The yield is 73.0%. Procedure details: In an argon filled glove box, a 5.0 mL weaton microreactor was charged with [Ir(cod)(OMe)]2 (1.98 mg, 1.5 mol%), L1 ligand (2.1 mg, 3.5 mol%), B2pin2 (50.8 mg, 1.0 equiv.), KOtBu (1.0 mg, 4.5 mol%) and dry THF (1.0 mL). The reaction mixture was stirred for 2 minutes at room temperature. To this mixture, N,N-diisopropyl-1H-indole-7-carboxamide (48.9 mg, 0.2 mmol) was added. The microreactor was capped with a teflon pressure cap and placed into pre-heated aluminum block at 80 oC. The reaction mixt...